Dataset: the Open Reaction Database (ORD), a public repository of structured organic reaction records. Task: describe an organic reaction: reactants, conditions, products, and yield The reactants are CCCN, CN(C)C=O, CCN(C(C)C)C(C)C, O=C(O)c1cccnc1Oc1cccnc1. Yields the product CCCNC(=O)c1cccnc1Oc1cccnc1. Reaction SMILES: [CH2:26]([CH2:27][CH3:28])[NH2:29].[CH3:30][N:31]([CH3:32])[CH:33]=[O:34].[CH:17]([N:18]([CH2:19][CH3:20])[CH:21]([CH3:22])[CH3:23])([CH3:24])[CH3:25].[n:1]1[cH:2][c:3]([O:7][c:8]2[c:9]([C:10](=[O:11])[OH:12])[cH:13][cH:14][cH:15][n:16]2)[cH:4][cH:5][cH:6]1>>[n:1]1[cH:2][c:3]([O:7][c:8]2[c:9]([C:10](=[O:12])[NH:29][CH2:26][CH2:27][CH3:28])[cH:13][cH:14][cH:15][n:16]2)[cH:4][cH:5][cH:6]1. Starting materials: CCO, [H][H], Nc1ncnc2c1cnn2-c1ccc([N+](=O)[O-])cc1. Yields the product Nc1ccc(-n2ncc3c(N)ncnc32)cc1. RXN SMILES: [CH3:22][CH2:23][OH:24].[H:20][H:21].[N+:1]([O-:2])(=[O:3])[c:4]1[cH:5][cH:6][c:7](-[n:10]2[n:11][cH:12][c:13]3[c:14]2[n:15][cH:16][n:17][c:18]3[NH2:19])[cH:8][cH:9]1>>[NH2:1][c:4]1[cH:5][cH:6][c:7](-[n:10]2[n:11][cH:12][c:13]3[c:14]2[n:15][cH:16][n:17][c:18]3[NH2:19])[cH:8][cH:9]1. The product is NN=CNNC(C(=O)O)C (2-[2-(Aminoiminomethyl)hydrazino]propanoic acid). The solvent is O (water). Isolated yield 46.9%. Starting materials: Cl.NN=CNNC(C(=O)O)C (2-[(aminoiminomethyl)hydrazino]propanoic acid hydrochloride), [H][H] (hydrogen). The reagents and catalysts are [Pd] (palladium on carbon). Reported procedure: A mixture of 10.0 g (55.4 mmol) 2-[(aminoiminomethyl)hydrazino]propanoic acid hydrochloride (J. Pharmaceut. Sci. 1980, 69, 1000-1004), 1.5 g of 10% palladium on carbon, and 300 mL of distilled water was shaken under 50 psi hydrogen pressure for 16 h at 25° C. The mixture was filtered. To the filtrate was added 75 g of Dowex IR118H hydrogen form strongly acidic cation exchange resin. The mixture was stirred 1 hour and then the mixture was filtered. The resin was washed with three 150 mL portions ... Reaction SMILES: Cl.[NH2:2][N:3]=[CH:4][NH:5][NH:6][CH:7]([CH3:11])[C:8]([OH:10])=[O:9].[H][H]>[Pd].O>[NH2:2][N:3]=[CH:4][NH:5][NH:6][CH:7]([CH3:11])[C:8]([OH:10])=[O:9] |f:0.1|. Reaction conditions: temperature 25 celsius, time 1 hour. The reactants are C(C)(C)(C)OC(=O)N1CCN(CC1)C=1C2=C(N=CN1)NCC2C (4-(5-Methyl-6,7-dihydro-5H-pyrrolo[2,3-d]pyrimidin-4-yl)-piperazine-1-carboxylic acid tert-butyl ester), C(=O)(C(F)(F)F)O (TFA). Yields the product CC1CNC=2N=CN=C(C21)N2CCNCC2 (5-Methyl-4-piperazin-1-yl-6,7-dihydro-5H-pyrrolo[2,3-d]pyrimidine), C(=O)(C(F)(F)F)O (TFA). Yield: 99.0%. Reaction SMILES: C(OC([N:8]1[CH2:13][CH2:12][N:11]([C:14]2[C:15]3[CH:22]([CH3:23])[CH2:21][NH:20][C:16]=3[N:17]=[CH:18][N:19]=2)[CH2:10][CH2:9]1)=O)(C)(C)C.[C:24]([OH:30])([C:26]([F:29])([F:28])[F:27])=[O:25]>>[CH3:23][CH:22]1[C:15]2[C:14]([N:11]3[CH2:10][CH2:9][NH:8][CH2:13][CH2:12]3)=[N:19][CH:18]=[N:17][C:16]=2[NH:20][CH2:21]1.[C:24]([OH:30])([C:26]([F:29])([F:28])[F:27])=[O:25]. Procedure: A solution of 4-(5-Methyl-6,7-dihydro-5H-pyrrolo[2,3-d]pyrimidin-4-yl)-piperazine-1-carboxylic acid tert-butyl ester (0.30 g, 0.68 mmol) in TFA (20 mL) was heated to 65° C. overnight. After cooling, the excess TFA was evaporated under vacuum to give 5-Methyl-4-piperazin-1-yl-6,7-dihydro-5H-pyrrolo[2,3-d]pyrimidine as TFA salt (0.15 g, 99%). MS (APCI+) [M+H]+220. Reactants: CSSC (dimethyl disulfide), S(=O)(=O)(Cl)Cl (sulfuryl chloride), C(O)([O-])=O.[Na+] (sodium hydrogen carbonate), compound, BrC=1C=CC=C2C(=CN(C12)CC(=O)OCC)CCCC(=O)OCC (ethyl 4-{7-bromo-1-[2-(ethyloxy)-2-oxoethyl]-1H-indol-3-yl}butanoate). The solvent is C(Cl)(Cl)Cl (chloroform), C(Cl)(Cl)Cl (chloroform). Reaction conditions: temperature -5 celsius, time 1.5 hour. The product is BrC=1C=CC=C2C(=C(N(C12)CC(=O)OCC)SC)CCCC(=O)OCC (ethyl 4-[7-bromo-1-[2-(ethyloxy)-2-oxoethyl]-2-(methylthio)-1H-indol-3-yl]butanoate). As a reaction SMILES: CS[S:3][CH3:4].S(Cl)(Cl)(=O)=O.[Br:10][C:11]1[CH:12]=[CH:13][CH:14]=[C:15]2[C:19]=1[N:18]([CH2:20][C:21]([O:23][CH2:24][CH3:25])=[O:22])[CH:17]=[C:16]2[CH2:26][CH2:27][CH2:28][C:29]([O:31][CH2:32][CH3:33])=[O:30].C(=O)([O-])O.[Na+]>C(Cl)(Cl)Cl>[Br:10][C:11]1[CH:12]=[CH:13][CH:14]=[C:15]2[C:19]=1[N:18]([CH2:20][C:21]([O:23][CH2:24][CH3:25])=[O:22])[C:17]([S:3][CH3:4])=[C:16]2[CH2:26][CH2:27][CH2:28][C:29]([O:31][CH2:32][CH3:33])=[O:30] |f:3.4|. Reported procedure: To a chloroform (0.8 mL) solution of dimethyl disulfide (30 mg), sulfuryl chloride (34 mg) was added at −15° C. and the mixture was stirred at −5° C. for 1.5 hours. To the reaction mixture, a chloroform (0.5 mL) solution of the compound prepared in Example 43, namely, ethyl 4-{7-bromo-1-[2-(ethyloxy)-2-oxoethyl]-1H-indol-3-yl}butanoate (100 mg) was added at −78° C., followed by stirring at room temperature for 3 hours. To the reaction mixture, an aqueous saturated sodium hydrogen carbonate solut...